From a dataset of the Open Reaction Database (ORD), a public repository of structured organic reaction records. describe an organic reaction: reactants, conditions, products, and yield The reactants are CCCc1ccccc1N, CCCc1ccccc1NC(=O)N1CCc2c(-c3cnc(N(Cc4ccc(OC)cc4)Cc4ccc(OC)cc4)nc3)nc(N3CCOCC3)nc21, COc1ccc(CN(Cc2ccc(OC)cc2)c2ncc(-c3nc(N4CCOCC4)nc4c3CCN4)cn2)cc1. Product: CCCc1ccccc1NC(=O)N1CCc2c(-c3cnc(N)nc3)nc(N3CCOCC3)nc21. RXN SMILES: [CH2:41]([c:42]1[cH:43][cH:44][cH:45][cH:46][c:47]1[NH2:48])[CH2:49][CH3:50].[CH2:51]([CH2:52][CH3:53])[c:54]1[c:55]([NH:60][C:61](=[O:62])[N:63]2[CH2:64][CH2:65][c:66]3[c:67]2[n:68][c:69]([N:97]2[CH2:98][CH2:99][O:100][CH2:101][CH2:102]2)[n:70][c:71]3-[c:72]2[cH:73][n:74][c:75]([N:78]([CH2:79][c:80]3[cH:81][cH:82][c:83]([O:84][CH3:85])[cH:86][cH:87]3)[CH2:88][c:89]3[cH:90][cH:91][c:92]([O:93][CH3:94])[cH:95][cH:96]3)[n:76][cH:77]2)[cH:56][cH:57][cH:58][cH:59]1.[CH3:1][O:2][c:3]1[cH:4][cH:5][c:6]([CH2:7][N:8]([CH2:9][c:10]2[cH:11][cH:12][c:13]([O:14][CH3:15])[cH:16][cH:17]2)[c:18]2[n:19][cH:20][c:21](-[c:22]3[c:23]4[c:27]([n:28][c:29]([N:30]5[CH2:31][CH2:32][O:33][CH2:34][CH2:35]5)[n:36]3)[NH:26][CH2:25][CH2:24]4)[cH:37][n:38]2)[cH:39][cH:40]1>>[CH2:51]([CH2:52][CH3:53])[c:54]1[c:55]([NH:60][C:61](=[O:62])[N:63]2[CH2:64][CH2:65][c:66]3[c:67]2[n:68][c:69]([N:97]2[CH2:98][CH2:99][O:100][CH2:101][CH2:102]2)[n:70][c:71]3-[c:72]2[cH:73][n:74][c:75]([NH2:78])[n:76][cH:77]2)[cH:56][cH:57][cH:58][cH:59]1. Starting materials: C(C1=CN=CC=C1)(=O)OCC (ethyl nicotinate), C(C1=CC=CC=C1)(=O)OCCl (chloromethyl benzoate). Product: [Cl-].C(C1=CC=CC=C1)(=O)OC[N+]1=CC(=CC=C1)C(=O)OCC (1-benzoyloxymethyl-3-carboethoxypyridinium chloride). Reaction SMILES: [C:1]([O:9][CH2:10][CH3:11])(=[O:8])[C:2]1[CH:7]=[CH:6][CH:5]=[N:4][CH:3]=1.[C:12]([O:20][CH2:21][Cl:22])(=[O:19])[C:13]1[CH:18]=[CH:17][CH:16]=[CH:15][CH:14]=1>>[Cl-:22].[C:12]([O:20][CH2:21][N+:4]1[CH:5]=[CH:6][CH:7]=[C:2]([C:1]([O:9][CH2:10][CH3:11])=[O:8])[CH:3]=1)(=[O:19])[C:13]1[CH:18]=[CH:17][CH:16]=[CH:15][CH:14]=1 |f:2.3|. Procedure details: A mixture of 3.00 g (0.02 mol) ethyl nicotinate and 3.50 g (0.02 mol) chloromethyl benzoate was heated at 70° under nitrogen for 10 hrs. Trituration in anhydrous ether and recrystallization from ethanol-ether gave 2.18 g (0.007 mol), 35%, 1-benzoyloxymethyl-3-carboethoxypyridinium chloride, mp 138°-141°; ir (KBr) 1730 cm-1 ; pmr (CDCl3) δ 1.43 (t, 3H), 4.47 (q, 2H), 7.7-7.3 (m, 5H), 8.2-7.95 (m, 2H), 9.17-8.50 (m, 4), 10.0 (bs, 1H) and 10.2 (bd, 1H) ppm. The product is C[C@@H]1CC[C@H]2[C@H]([C@H](O[C@H]3[C@@]24[C@H]1CCC(O3)(OO4)C)O)C.[N+](=O)([O-])C=1C=C(C=CC1)NC(=O)[O-] (Dihydroqinghaosu M-Nitrobenzenecarbamate). Procedure: The title compound was similarly prepared from dihydroqinghaosu and m-nitrophenyl isocyanate as Example 3. As a reaction SMILES: [CH3:1][C@H:2]1[C@@H:11]2[CH2:12][CH2:13][C:14]3([CH3:18])[O:16][O:17][C@:10]42[C@H:5]([C@@H:6]([CH3:20])[C@@H:7]([OH:19])[O:8][C@@H:9]4[O:15]3)[CH2:4][CH2:3]1.[N+:21]([C:24]1[CH:25]=[C:26]([N:30]=[C:31]=[O:32])[CH:27]=[CH:28][CH:29]=1)([O-:23])=[O:22]>>[CH3:1][C@H:2]1[C@@H:11]2[CH2:12][CH2:13][C:14]3([CH3:18])[O:16][O:17][C@:10]42[C@H:5]([C@@H:6]([CH3:20])[C@@H:7]([OH:19])[O:8][C@@H:9]4[O:15]3)[CH2:4][CH2:3]1.[N+:21]([C:24]1[CH:25]=[C:26]([NH:30][C:31]([O-:8])=[O:32])[CH:27]=[CH:28][CH:29]=1)([O-:23])=[O:22] |f:2.3|. Starting materials: C[C@@H]1CC[C@H]2[C@H]([C@H](O[C@H]3[C@@]24[C@H]1CCC(O3)(OO4)C)O)C (dihydroqinghaosu), [N+](=O)([O-])C=1C=C(C=CC1)N=C=O (m-nitrophenyl isocyanate). Starting materials: COc1ccc(COC(=O)c2ccc(OCCOC(=O)C(NC(=O)OCc3ccccc3)C(C)C)cc2)cc1, ClCI, ClCCl, CC(C)C(NC(=O)OCc1ccccc1)C(=O)OCCOc1ccc(C(=O)O)c(CI)c1, O=C(O)C(F)(F)F. Product: CC(C)C(NC(=O)OCc1ccccc1)C(=O)OCCOc1ccc(C(=O)O)cc1. RXN SMILES: [CH2:1]([c:2]1[cH:3][cH:4][cH:5][cH:6][cH:7]1)[O:8][C:9](=[O:10])[NH:11][CH:12]([CH:13]([CH3:14])[CH3:15])[C:16](=[O:17])[O:18][CH2:19][CH2:20][O:21][c:22]1[cH:23][cH:24][c:25]([C:26](=[O:27])[O:28][CH2:29][c:30]2[cH:31][cH:32][c:33]([O:34][CH3:35])[cH:36][cH:37]2)[cH:38][cH:39]1.[Cl:79][CH2:80][I:81].[Cl:82][CH2:83][Cl:84].[I:47][CH2:48][c:49]1[cH:50][c:51]([O:52][CH2:53][CH2:54][O:55][C:56](=[O:57])[CH:58]([CH:59]([CH3:60])[CH3:61])[NH:62][C:63]([O:64][CH2:65][c:66]2[cH:67][cH:68][cH:69][cH:70][cH:71]2)=[O:72])[cH:73][cH:74][c:75]1[C:76]([OH:77])=[O:78].[OH:40][C:41]([C:42]([F:43])([F:44])[F:45])=[O:46]>>[CH2:1]([c:2]1[cH:3][cH:4][cH:5][cH:6][cH:7]1)[O:8][C:9](=[O:10])[NH:11][CH:12]([CH:13]([CH3:14])[CH3:15])[C:16](=[O:17])[O:18][CH2:19][CH2:20][O:21][c:22]1[cH:23][cH:24][c:25]([C:26](=[O:27])[OH:28])[cH:38][cH:39]1. The solvent is FC(C(=O)O)(F)F (Trifluoroacetic acid). The product is COC1=CC=C(NC2=C(C(=O)O)C=CC(=C2)C2=CC=CC=C2)C=C1 (2-(4-methoxyanilino)-4-phenylbenzoic acid). As a reaction SMILES: [CH3:1][O:2][C:3]1[CH:28]=[CH:27][C:6]([NH:7][C:8]2[CH:20]=[C:19]([C:21]3[CH:26]=[CH:25][CH:24]=[CH:23][CH:22]=3)[CH:18]=[CH:17][C:9]=2[C:10]([O:12]C(C)(C)C)=[O:11])=[CH:5][CH:4]=1>FC(F)(F)C(O)=O>[CH3:1][O:2][C:3]1[CH:4]=[CH:5][C:6]([NH:7][C:8]2[CH:20]=[C:19]([C:21]3[CH:26]=[CH:25][CH:24]=[CH:23][CH:22]=3)[CH:18]=[CH:17][C:9]=2[C:10]([OH:12])=[O:11])=[CH:27][CH:28]=1. Run at time 2 hour. Starting materials: COC1=CC=C(NC2=C(C(=O)OC(C)(C)C)C=CC(=C2)C2=CC=CC=C2)C=C1 (tert-butyl 2-(4-methoxyanilino)-4-phenylbenzoate). Procedure: Trifluoroacetic acid 10 mL was added to the obtained tert-butyl 2-(4-methoxyanilino)-4-phenylbenzoate, and it was stirred at room temperature for 2 hours. The solvent was removed under reduced pressure,diisopropyl ether was added to the obtained residue, and solid matter was filtrated to give 2-(4-methoxyanilino)-4-phenylbenzoic acid 44 mg of yellow solid. Starting materials: FC=1C=CC2=C(C(N(CC=3N2C=NC3C=3OC(=CN3)CNCCC)C)=O)C1 (8-fluoro-5-methyl-3-(5-propylaminomethyl-oxazol-2-yl)-5,6-dihydro-4H-imidazo[1,5-a][1,4]-benzodiazepin-6-one), Cl (hydrochloric acid). Run in C(C)O (ethanol). Reaction conditions: time 0.5 hour. Yields the product Cl.FC=1C=CC2=C(C(N(CC=3N2C=NC3C=3OC(=CN3)CNCCC)C)=O)C1 (8-fluoro-5-methyl-3-(5-propylaminomethyl-oxazol-2-yl)-5,6-dihydro-4H-imidazo-[1,5-a][1,4]benzodiazepin-6-one hydrochloride). Yield: 73.9%. As a reaction SMILES: [F:1][C:2]1[CH:3]=[CH:4][C:5]2[N:11]3[CH:12]=[N:13][C:14]([C:15]4[O:16][C:17]([CH2:20][NH:21][CH2:22][CH2:23][CH3:24])=[CH:18][N:19]=4)=[C:10]3[CH2:9][N:8]([CH3:25])[C:7](=[O:26])[C:6]=2[CH:27]=1.[ClH:28]>C(O)C>[ClH:28].[F:1][C:2]1[CH:3]=[CH:4][C:5]2[N:11]3[CH:12]=[N:13][C:14]([C:15]4[O:16][C:17]([CH2:20][NH:21][CH2:22][CH2:23][CH3:24])=[CH:18][N:19]=4)=[C:10]3[CH2:9][N:8]([CH3:25])[C:7](=[O:26])[C:6]=2[CH:27]=1 |f:3.4|. Procedure details: 1.14 g (0.0031 mol) of 8-fluoro-5-methyl-3-(5-propylaminomethyl-oxazol-2-yl)-5,6-dihydro-4H-imidazo[1,5-a][1,4]-benzodiazepin-6-one in 50 ml of ethanol were treated with 0.84 ml (0.0031 mol) of 3.7N ethanolic hydrochloric acid. After stirring at 0° for 1/2 hr. the white suspension was suction filtered. There was obtained 0.93 g (74%) of 8-fluoro-5-methyl-3-(5-propylaminomethyl-oxazol-2-yl)-5,6-dihydro-4H-imidazo-[1,5-a][1,4]benzodiazepin-6-one hydrochloride (1:1) as white crystals; m.p. 178°-181... RXN SMILES: [CH2:1]([C:7]1[CH:12]=[CH:11][C:10]([CH:13]2[N:17]=[CH:16][C:15]([C:26]3[CH:31]=[CH:30][C:29]([OH:32])=[C:28]([F:33])[CH:27]=3)(C3C=CC(O)=C(F)C=3)[S:14]2)=[CH:9][CH:8]=1)[CH2:2][CH2:3][CH2:4][CH2:5][CH3:6].[OH-].[K+].[CH2:36](I)[CH2:37][CH2:38][CH2:39][CH2:40][CH3:41]>C(O)CCC>[CH2:1]([C:7]1[CH:12]=[CH:11][C:10]([C:13]2[S:14][C:15]([C:26]3[CH:31]=[CH:30][C:29]([O:32][CH2:36][CH2:37][CH2:38][CH2:39][CH2:40][CH3:41])=[C:28]([F:33])[CH:27]=3)=[CH:16][N:17]=2)=[CH:9][CH:8]=1)[CH2:2][CH2:3][CH2:4][CH2:5][CH3:6] |f:1.2|. The product is C(CCCCC)C1=CC=C(C=C1)C=1SC(=CN1)C1=CC(=C(C=C1)OCCCCCC)F (2-(4-hexylphenyl)-5-(3-fluoro-4-hexyloxyphenyl)thiazole). Reactants: C(CCCCC)C1=CC=C(C=C1)C1SC(C=N1)(C1=CC(=C(C=C1)O)F)C1=CC(=C(C=C1)O)F (2-(4-hexylphenyl)-5-(3-fluoro-4-hydroxyphenyl)-5-(3-fluoro-4-hydroxyphenyl)thiazole), [OH-].[K+] (potassium hydroxide), C(CCCCC)I (hexyl iodide). Procedure details: In a 30 ml-round-bottomed flask, 1.07 g (3.01 mM) of 2-(4-hexylphenyl)-5-(3-fluoro-4-hydroxyphenyl)-5-(3-fluoro-4-hydroxyphenyl)thiazole prepared in Synthesis Example 7, 0.23 g (3.48 mM) of potassium hydroxide and 5 ml of butanol were placed and heated to provide a solution. To the solution, 0.74 g (3.49 mM) of hexyl iodide was gradually added under heat stirring, followed by stirring for 5 hours at about 90° C. After the reaction, the solvent in the reaction mixture was distilled off under redu... Yield: 89.5%. Solvent: C(CCC)O (butanol). The reactants are C(#N)C1=CC=C(C(=O)Cl)C=C1 (4-Cyanobenzoyl chloride), [S-]C#N.[NH4+] (ammonium thiocyanate). The solvent is CC(=O)C (acetone). Reaction conditions: time 16 hour. The product is C(#N)C1=CC=C(C(=O)NC(=S)NCCCCCC)C=C1 (1-(4-cyanobenzoyl)-3-n-hexylthiourea). Yield: 146.5%. Reaction SMILES: [C:1]([C:3]1[CH:11]=[CH:10][C:6]([C:7](Cl)=[O:8])=[CH:5][CH:4]=1)#[N:2].[S-:12][C:13]#[N:14].[NH4+:15]>CC(C)=O>[C:1]([C:3]1[CH:11]=[CH:10][C:6]([C:7]([NH:14][C:13]([NH:15][CH2:10][CH2:11][CH2:3][CH2:4][CH2:5][CH3:6])=[S:12])=[O:8])=[CH:5][CH:4]=1)#[N:2] |f:1.2|. Procedure: 4-Cyanobenzoyl chloride (12.5 g) was added to a solution of ammonium thiocyanate (5.8 g) in acetone (125 ml) at room temperature, followed by heating under reflux for 15 minutes. The reaction mixture was ice-cooled, and after removal of the insoluble substance by filtration, the filtrate was evaporated under reduced pressure. To the resulting residue were added toluene (125 ml) and n-hexylamine (11 ml) successively, followed by stirring for 16 hours. The reaction mixture was concentrated under r... The reactants are EtOAc hexanes, [Li+].[BH4-] (LiBH4), C(C)(C)(C)OC(=O)N1CC2=C(CC1)N(N=C2C2=CC=C(C=C2)C(F)(F)F)CCCO (1-(3-Hydroxy-propyl)-3-(4-trifluoromethyl-phenyl)-1,4,6,7-tetrahydro-Pyrazolo[4,3-c]pyridine-5-carboxylic acid tert-butyl ester), [Li+].[BH4-] (LiBH4), C(C)(C)(C)OC(=O)N1CC2=C(CC1)N(N=C2C2=CC=C(C=C2)C(F)(F)F)CCC(=O)OC (1-(2-methoxycarbonyl-ethyl)-3-(4-trifluoromethyl-phenyl)-1,4,6,7-tetrahydro-pyrazolo[4,3-c]pyridine-5-carboxylic acid tert-butyl ester). The solvent is C1CCOC1 (THF), C1CCOC1 (THF). Reaction conditions: time 5 minute. The product is C(C)(C)(C)OC(=O)N1CC2=C(CC1)NN=C2C2=CC=C(C=C2)C(F)(F)F (3-(4-Trifluoromethyl-phenyl)-1,4,6,7-tetrahydro-pyrazolo[4,3-c]pyridine-5-carboxylic acid tert-butyl ester). Isolated yield 95.0%. Reaction SMILES: [C:1]([O:5][C:6]([N:8]1[CH2:13][CH2:12][C:11]2[N:14](CCCO)[N:15]=[C:16]([C:17]3[CH:22]=[CH:21][C:20]([C:23]([F:26])([F:25])[F:24])=[CH:19][CH:18]=3)[C:10]=2[CH2:9]1)=[O:7])([CH3:4])([CH3:3])[CH3:2].[Li+].[BH4-].C(OC(N1CCC2N(CCC(OC)=O)N=C(C3C=CC(C(F)(F)F)=CC=3)C=2C1)=O)(C)(C)C>C1COCC1>[C:1]([O:5][C:6]([N:8]1[CH2:13][CH2:12][C:11]2[NH:14][N:15]=[C:16]([C:17]3[CH:18]=[CH:19][C:20]([C:23]([F:24])([F:25])[F:26])=[CH:21][CH:22]=3)[C:10]=2[CH2:9]1)=[O:7])([CH3:4])([CH3:2])[CH3:3] |f:1.2|. Procedure details: To a stirred solution of 500 g (2.51 mol) of 1-tert-butoxycarbonyl-4-piperidone and 87.1 g (2.76 mol) of morpholine in benzene (1.25 L) was added a catalytic amount (˜0.25 g) of p-TsOH. The mixture was heated to reflux for 36 h with a Dean-Stark trap. One half of the solvent was removed under reduced pressure and the resulting solution was cooled and filtered. The filtrate was then concentrated to yield 630 g (94%) of an orange red oil. The eneamine was divided and 320 g (1.19 mol) was diluted w... Starting materials: OCC=C(C)CCC=C(C)CCC=C(C)C (farnesol), C([O-])([O-])=O.[Na+].[Na+] (sodium carbonate), OCC=C(C)CCC=C(C)CCC=C(C)C (farnesol), P(Br)(Br)Br (phosphorus tribromide). Run in C(C)(C)OC(C)C (isopropyl ether). Conditions: temperature -20 celsius. Yields the product C(C=C(C)CCC=C(C)CCC=C(C)C)Br (farnesyl bromide). Yield: 224.9%. Reaction SMILES: O[CH2:2][CH:3]=[C:4]([CH2:6][CH2:7][CH:8]=[C:9]([CH2:11][CH2:12][CH:13]=[C:14]([CH3:16])[CH3:15])[CH3:10])[CH3:5].P(Br)(Br)[Br:18].C(=O)([O-])[O-].[Na+].[Na+]>C(OC(C)C)(C)C>[CH2:2]([Br:18])[CH:3]=[C:4]([CH2:6][CH2:7][CH:8]=[C:9]([CH2:11][CH2:12][CH:13]=[C:14]([CH3:16])[CH3:15])[CH3:10])[CH3:5] |f:2.3.4|. Procedure: Into an argon-replaced 1 liter reaction vessel, 66.6 g (0.3 mol) of farnesol (all trans-form) was charged, and 300 ml of isopropyl ether was further added to dissolve farnesol. The resulting solution was cooled to -20° C., and thereafter 32.5 g (0.12 mol) of phosphorus tribromide was added to carry out reaction at -20° C. to -10° C. for 2 hours. The reaction mixture thus obtained was poured into 400 ml of an aqueous 5% sodium carbonate solution, and the liquid was separated. The organic layer wa...